This data is from the Open Reaction Database (ORD), a public repository of structured organic reaction records. The task is: describe an organic reaction: reactants, conditions, products, and yield Reactants: O=C([O-])[O-], CC(C)(C)OC(=O)CCl, Cl, [Cs+], [Cs+], NC(=O)c1cc(-c2ccc(F)cc2F)cc(I)c1O, [NH2-], CN(C)C=O. Yields the product CC(C)(C)OC(=O)COc1c(I)cc(-c2ccc(F)cc2F)cc1C(N)=O. RXN SMILES: [C:10](=[O:11])([O-:12])[O-:13].[Cl:1][CH2:2][C:3](=[O:4])[O:5][C:6]([CH3:7])([CH3:8])[CH3:9].[ClH:36].[Cs+:14].[Cs+:15].[F:17][c:18]1[c:19](-[c:25]2[cH:26][c:27]([I:35])[c:28]([OH:34])[c:29]([C:30](=[O:31])[NH2:32])[cH:33]2)[cH:20][cH:21][c:22]([F:24])[cH:23]1.[NH2-:16].[O:37]=[CH:38][N:39]([CH3:40])[CH3:41]>>[CH2:2]([C:3](=[O:4])[O:5][C:6]([CH3:7])([CH3:8])[CH3:9])[O:34][c:28]1[c:27]([I:35])[cH:26][c:25](-[c:19]2[c:18]([F:17])[cH:23][c:22]([F:24])[cH:21][cH:20]2)[cH:33][c:29]1[C:30](=[O:31])[NH2:32]. Reactants: C(CCCCCCC)N (n-octylamine), N (ammonia), 72.5, C(=O)C=O (glyoxal), C=O (formaldehyde). Solvent: C(CC)O (propanol). Run at time 20 minute. The product is C(CCCCCCC)N1C=NC=C1 (1-octylimidazole). Isolated yield 71.3%. Reaction SMILES: [CH2:1]([NH2:9])[CH2:2][CH2:3][CH2:4][CH2:5][CH2:6][CH2:7][CH3:8].[NH3:10].[CH:11]([CH:13]=O)=O.[CH2:15]=O>C(O)CC>[CH2:1]([N:9]1[CH:13]=[CH:11][N:10]=[CH:15]1)[CH2:2][CH2:3][CH2:4][CH2:5][CH2:6][CH2:7][CH3:8]. Reported procedure: 64.6 parts of n-octylamine and 34 parts of 25% strength aqueous ammonia aredissolved in 186 parts of propanol and are introduced dropwise over 30 minutes, simultaneously with a mixture of 72.5 parts of 40% strength aqueous glyoxal solution and 37.5 parts of 40% strength aqueous formaldehyde solution, into a stirred flask. The temperature is kept at 65° C. After all has been introduced, stirring is continued for 20 minutes at 65° C., and the mixture is then worked up by distillation. 64.2 parts o... Reactants: tert-butoxycarbonyl, C(C)(C)(C)OC(=O)NCP(OC)(=O)CNC(=O)OC(C)(C)C (Methyl bis(N-tert-butoxycarbonyl-aminomethyl)phosphinate), Cl (hydrochloric acid). Procedure details: The tert-butoxycarbonyl protective group of the methyl phosphinate 17 (2.470 g; 7.31 mmol) is removed using 3N. methanolic hydrochloric acid (50 ml ), by analogy with Example 4. The methyl phosphinate hydrochloride 18 is obtained (1.522 g, 99% of theory). Yields the product Cl.NCP(OC)(=O)CN (Methyl bis(aminomethyl)phosphinate hydrochloride). RXN SMILES: C(OC([NH:8][CH2:9][P:10]([CH2:14][NH:15]C(OC(C)(C)C)=O)(=[O:13])[O:11][CH3:12])=O)(C)(C)C.[ClH:23]>>[ClH:23].[NH2:8][CH2:9][P:10]([CH2:14][NH2:15])(=[O:13])[O:11][CH3:12] |f:2.3|.